This data is from the Open Reaction Database (ORD), a public repository of structured organic reaction records. The task is: describe an organic reaction: reactants, conditions, products, and yield The reactants are O=C(NC(=O)c1ccccc1)NC1CCNCC1, C=O, CC(=O)O, O, Oc1ccc2[nH]ccc2c1. The product is O=C(NC(=O)c1ccccc1)NC1CCN(Cc2c[nH]c3ccc(O)cc23)CC1. RXN SMILES: [C:3]([c:4]1[cH:5][cH:6][cH:7][cH:8][cH:9]1)(=[O:10])[NH:11][C:12]([NH:13][CH:14]1[CH2:15][CH2:16][NH:17][CH2:18][CH2:19]1)=[O:20].[CH2:1]=[O:2].[CH3:31][C:32](=[O:33])[OH:34].[OH2:35].[OH:21][c:22]1[cH:23][c:24]2[cH:25][cH:26][nH:27][c:28]2[cH:29][cH:30]1>>[CH2:1]([N:17]1[CH2:16][CH2:15][CH:14]([NH:13][C:12]([NH:11][C:3]([c:4]2[cH:5][cH:6][cH:7][cH:8][cH:9]2)=[O:10])=[O:20])[CH2:19][CH2:18]1)[c:25]1[c:24]2[cH:23][c:22]([OH:21])[cH:30][cH:29][c:28]2[nH:27][cH:26]1. Yields the product COC(=O)C(C#N)=CC=Cc1cc([N+](=O)[O-])ccc1Cl. Reactants: COC(=O)CC#N, Cc1ccccc1, O=CC=Cc1cc([N+](=O)[O-])ccc1Cl. Reaction SMILES: [CH3:15][O:16][C:17](=[O:18])[CH2:19][C:20]#[N:21].[CH3:22][c:23]1[cH:24][cH:25][cH:26][cH:27][cH:28]1.[Cl:1][c:2]1[c:3]([CH:4]=[CH:5][CH:6]=[O:7])[cH:8][c:9]([N+:12](=[O:13])[O-:14])[cH:10][cH:11]1>>[Cl:1][c:2]1[c:3]([CH:4]=[CH:5][CH:6]=[C:19]([C:17]([O:16][CH3:15])=[O:18])[C:20]#[N:21])[cH:8][c:9]([N+:12](=[O:13])[O-:14])[cH:10][cH:11]1.